The task is: describe an organic reaction: reactants, conditions, products, and yield. This data is from the Open Reaction Database (ORD), a public repository of structured organic reaction records. Starting materials: FC1=CC=C(C2=CN(N=C12)C)C1C(C1)C(=O)OCC (ethyl 2-(7-fluoro-2-methyl-2H-indazol-4-yl)cyclopropanecarboxylate), [H-].[Al+3].[Li+].[H-].[H-].[H-] (lithium aluminum hydride), O.O.O.O.O.O.O.O.O.O.S(=O)(=O)([O-])[O-].[Na+].[Na+] (Sodium sulfate decahydrate). Solvent: O1CCCC1 (tetrahydrofuran), O1CCCC1 (tetrahydrofuran). Conditions: temperature 0 celsius, time 15 minute. The product is FC1=CC=C(C2=CN(N=C12)C)C1C(C1)CO ([2-(7-fluoro-2-methyl-2H-indazol-4-yl)cyclopropyl]methanol). The yield is 95.3%. As a reaction SMILES: [H-].[Al+3].[Li+].[H-].[H-].[H-].[F:7][C:8]1[C:16]2[C:12](=[CH:13][N:14]([CH3:17])[N:15]=2)[C:11]([CH:18]2[CH2:20][CH:19]2[C:21](OCC)=[O:22])=[CH:10][CH:9]=1.O.O.O.O.O.O.O.O.O.O.S([O-])([O-])(=O)=O.[Na+].[Na+]>O1CCCC1>[F:7][C:8]1[C:16]2[C:12](=[CH:13][N:14]([CH3:17])[N:15]=2)[C:11]([CH:18]2[CH2:20][CH:19]2[CH2:21][OH:22])=[CH:10][CH:9]=1 |f:0.1.2.3.4.5,7.8.9.10.11.12.13.14.15.16.17.18.19|. Reported procedure: To a suspension of lithium aluminum hydride (695 mg, 18.3 mmol) in tetrahydrofuran (30 mL) was added a solution of ethyl 2-(7-fluoro-2-methyl-2H-indazol-4-yl)cyclopropanecarboxylate (1.20 g, 4.58 mmol) obtained in Reference Example 81 in tetrahydrofuran (15 mL) under nitrogen atmosphere at 0° C., and the mixture was stirred at 0° C. for 15 min. Sodium sulfate decahydrate (7.0 g) was added under ice-cooling, and the mixture was filtered through celite. The filtrate was concentrated under reduced ... As a reaction SMILES: Cl.[CH3:2][C:3]1[C:8]([C:9]([OH:11])=O)=[CH:7][N:6]=[CH:5][CH:4]=1.C(OC([N:19]1[CH2:24][CH2:23][CH:22]([NH:25][C:26]2[CH:31]=[CH:30][C:29]([O:32][CH3:33])=[CH:28][CH:27]=2)[CH2:21][CH2:20]1)=O)(C)(C)C>>[CH3:33][O:32][C:29]1[CH:30]=[CH:31][C:26]([N:25]([CH:22]2[CH2:23][CH2:24][NH:19][CH2:20][CH2:21]2)[C:9](=[O:11])[C:8]2[C:3]([CH3:2])=[CH:4][CH:5]=[N:6][CH:7]=2)=[CH:27][CH:28]=1 |f:0.1|. Procedure details: Using general procedure F with 4-methylnicotinic acid hydrochloride (277 mg, 1.60 mmol) and 4-(4-methoxy-phenylamino)-piperidine-1-carboxylic acid tert-butyl ester (see EXAMPLE 119) (350 mg, 1.14 mmol) and then using general procedure C afforded N-(4-methoxy-phenyl)-4-methyl-N-piperidin-4-yl-nicotinamide as a white solid (181 mg, 49% over 2 steps). Reactants: Cl.CC1=CC=NC=C1C(=O)O (4-methylnicotinic acid hydrochloride), C(C)(C)(C)OC(=O)N1CCC(CC1)NC1=CC=C(C=C1)OC (4-(4-methoxy-phenylamino)-piperidine-1-carboxylic acid tert-butyl ester). Product: COC1=CC=C(C=C1)N(C(C1=CN=CC=C1C)=O)C1CCNCC1 (N-(4-methoxy-phenyl)-4-methyl-N-piperidin-4-yl-nicotinamide). The reactants are [OH-].[Na+] (sodium hydroxide), COC(CC1=C(C=C(C=C1)C1=C(C=C(C=C1C)C(CC)(C1=CC(=C(C=C1)\C=C\C(CC)(O)CC)C)CC)C)F)=O ((E)-(4′-{1-ethyl-1-[4-(3-ethyl-3-hydroxy-1-pentenyl)-3-methyl-phenyl]-propyl}-3-fluoro-2′,6′-dimethyl-biphenyl-4-yl)acetic acid methyl ester), [Cl-].[NH4+] (ammonium chloride). Solvent: CO.O1CCCC1 (methanol tetrahydrofuran). Run at time 10 hour. Product: C(C)C(CC)(C1=CC(=C(C=C1)\C=C\C(CC)(O)CC)C)C1=CC(=C(C(=C1)C)C1=CC(=C(C=C1)CC(=O)O)F)C ((E)-(4′-{1-ethyl-1-[4-(3-ethyl-3-hydroxy-1-pentenyl)-3-methyl-phenyl]-propyl}-3-fluoro-2′,6′-dimethyl-biphenyl-4-yl)-acetic Acid). Isolated yield 74.7%. As a reaction SMILES: [OH-].[Na+].C[O:4][C:5](=[O:42])[CH2:6][C:7]1[CH:12]=[CH:11][C:10]([C:13]2[C:18]([CH3:19])=[CH:17][C:16]([C:20]([CH2:38][CH3:39])([C:23]3[CH:28]=[CH:27][C:26](/[CH:29]=[CH:30]/[C:31]([CH2:35][CH3:36])([OH:34])[CH2:32][CH3:33])=[C:25]([CH3:37])[CH:24]=3)[CH2:21][CH3:22])=[CH:15][C:14]=2[CH3:40])=[CH:9][C:8]=1[F:41].[Cl-].[NH4+]>CO.O1CCCC1>[CH2:21]([C:20]([C:16]1[CH:17]=[C:18]([CH3:19])[C:13]([C:10]2[CH:11]=[CH:12][C:7]([CH2:6][C:5]([OH:42])=[O:4])=[C:8]([F:41])[CH:9]=2)=[C:14]([CH3:40])[CH:15]=1)([C:23]1[CH:28]=[CH:27][C:26](/[CH:29]=[CH:30]/[C:31]([CH2:32][CH3:33])([OH:34])[CH2:35][CH3:36])=[C:25]([CH3:37])[CH:24]=1)[CH2:38][CH3:39])[CH3:22] |f:0.1,3.4,5.6|. Procedure: A 1 N sodium hydroxide aqueous solution (0.180 mL, 0.180 mmol) was added to a solution of (E)-(4′-{1-ethyl-1-[4-(3-ethyl-3-hydroxy-1-pentenyl)-3-methyl-phenyl]-propyl}-3-fluoro-2′,6′-dimethyl-biphenyl-4-yl)acetic acid methyl ester (Example 118-(1); 32.5 mg, 0.060 mmol) in methanol-tetrahydrofuran (1:1, 4 mL), and the mixture was stirred at room temperature for 10 hours. The reaction mixture was then poured into a saturated aqueous ammonium chloride solution, followed by extraction with dichlorom... The reactants are OC(C(=O)O)C(CC1=CC=CC=C1)NC(C1=C(N=CC=C1)N1N=C(C=C1)C1=CC=CC=C1)=O (2-hydroxy-4-phenyl-3-(2-(3-phenyl-1H-pyrazol-1-yl)nicotinamido)butanoic acid), C1(CC1)CN (cyclopropylmethylamine). Product: C1(CC1)CNC(C(C(CC1=CC=CC=C1)NC(C1=C(N=CC=C1)N1N=C(C=C1)C1=CC=CC=C1)=O)O)=O (N-(4-(Cyclopropylmethylamino)-3-hydroxy-4-oxo-1-phenylbutan-2-yl)-2-(3-phenyl-1H-pyrazol-1-yl)nicotinamide). Reaction SMILES: [OH:1][CH:2]([CH:6]([NH:14][C:15](=[O:33])[C:16]1[CH:21]=[CH:20][CH:19]=[N:18][C:17]=1[N:22]1[CH:26]=[CH:25][C:24]([C:27]2[CH:32]=[CH:31][CH:30]=[CH:29][CH:28]=2)=[N:23]1)[CH2:7][C:8]1[CH:13]=[CH:12][CH:11]=[CH:10][CH:9]=1)[C:3]([OH:5])=O.[CH:34]1([CH2:37][NH2:38])[CH2:36][CH2:35]1>>[CH:34]1([CH2:37][NH:38][C:3](=[O:5])[CH:2]([OH:1])[CH:6]([NH:14][C:15](=[O:33])[C:16]2[CH:21]=[CH:20][CH:19]=[N:18][C:17]=2[N:22]2[CH:26]=[CH:25][C:24]([C:27]3[CH:28]=[CH:29][CH:30]=[CH:31][CH:32]=3)=[N:23]2)[CH2:7][C:8]2[CH:13]=[CH:12][CH:11]=[CH:10][CH:9]=2)[CH2:36][CH2:35]1. Reported procedure: The reaction was carried out in analogy to reaction step 1.3 by reacting 2-hydroxy-4-phenyl-3-(2-(3-phenyl-1H-pyrazol-1-yl)nicotinamido)butanoic acid with cyclopropylmethylamine; ESI-MS [M+H]+: 496.2 Starting materials: BrCCBr, C[Si](C)(C)Cl, Cc1cnc(Cl)nc1Cl, FC(F)(F)c1cccc(CBr)c1, C1CCOC1, Cl[Pd]Cl, [Zn], c1ccc(P(c2ccccc2)c2ccccc2)cc1, c1ccc(P(c2ccccc2)c2ccccc2)cc1. Yields the product Cc1cnc(Cl)nc1Cc1cccc(C(F)(F)F)c1. As a reaction SMILES: [Br:1][CH2:2][CH2:3][Br:4].[CH3:5][Si:6]([Cl:7])([CH3:8])[CH3:9].[Cl:22][c:23]1[n:24][cH:25][c:26]([CH3:30])[c:27]([Cl:29])[n:28]1.[F:10][C:11]([c:12]1[cH:13][c:14]([CH2:15][Br:16])[cH:17][cH:18][cH:19]1)([F:20])[F:21].[O:31]1[CH2:32][CH2:33][CH2:34][CH2:35]1.[Pd:37]([Cl:38])[Cl:39].[Zn:36].[c:40]1([P:41]([c:42]2[cH:43][cH:44][cH:45][cH:46][cH:47]2)[c:48]2[cH:49][cH:50][cH:51][cH:52][cH:53]2)[cH:54][cH:55][cH:56][cH:57][cH:58]1.[c:59]1([P:60]([c:61]2[cH:62][cH:63][cH:64][cH:65][cH:66]2)[c:67]2[cH:68][cH:69][cH:70][cH:71][cH:72]2)[cH:73][cH:74][cH:75][cH:76][cH:77]1>>[F:10][C:11]([c:12]1[cH:13][c:14]([CH2:15][c:27]2[c:26]([CH3:30])[cH:25][n:24][c:23]([Cl:22])[n:28]2)[cH:17][cH:18][cH:19]1)([F:20])[F:21]. Reactants: C(=O)(O)CC1=CC=C(C=C1)CCCCOS(=O)(=O)C (Methanesulfonic Acid 4-(4-Carboxymethylphenyl)butyl Ester), [N-]=[N+]=[N-].[Na+] (sodium azide). Run in CN(C)C=O (DMF). Conditions: temperature 80 celsius, time 3 hour. Product: C(=O)(O)CC1=CC=C(C=C1)CCCCN=[N+]=[N-] (4-(4-Carboxymethylphenyl)butylazide). Yield: 87.9%. RXN SMILES: [C:1]([CH2:4][C:5]1[CH:10]=[CH:9][C:8]([CH2:11][CH2:12][CH2:13][CH2:14]OS(C)(=O)=O)=[CH:7][CH:6]=1)([OH:3])=[O:2].[N-:20]=[N+:21]=[N-:22].[Na+]>CN(C=O)C>[C:1]([CH2:4][C:5]1[CH:10]=[CH:9][C:8]([CH2:11][CH2:12][CH2:13][CH2:14][N:20]=[N+:21]=[N-:22])=[CH:7][CH:6]=1)([OH:3])=[O:2] |f:1.2|. Reported procedure: Compound 6 (6 g, 0.02 mol) was dissolved in 80 ml of dry DMF then sodium azide (1.8 g, 0.027 mol) was added. The suspension was stirred at 80° C. (oil bath) for 3 h. The solvent was then removed at reduced pressure and the residual oil was treated with CH2Cl2 (100 mL). The resulting solution was washed with water (2×100 mL), brine and dried over magnesium sulfate. The solvent was removed under reduced pressure then the residue was redissolved in a 1:1 mixture of ethyl acetate/hexanes (200 mL) an... Starting materials: CN1C(=NC=C1)C (1,2-dimethylimidazole), ClC1=C(C=CC(=C1)Cl)C1=NC(=NC=C1C=1NC=CN1)NCCNC1=NC=C(C=C1)[N+](=O)[O-] ([4-(2,4-dichlorophenyl)-5-imidazol-2-ylpyrimidin-2-yl]{2-[(5-nitro(2-pyridyl))amino]ethyl}amine). Product: ClC1=C(C=CC(=C1)Cl)C1=NC(=NC=C1C=1N(C=CN1)C)NCCNC1=NC=C(C=C1)[N+](=O)[O-] ([4-(2,4-dichlorophenyl)-5-(1-methylimidazol-2-yl)pyrimidin-2-yl]{2-[(5-nitro(2-pyridyl))amino]ethyl}amine). Reaction SMILES: [CH3:1][N:2]1[CH:6]=[CH:5][N:4]=[C:3]1[CH3:7].[Cl:8][C:9]1[CH:14]=[C:13]([Cl:15])[CH:12]=[CH:11][C:10]=1[C:16]1C(C2NC=CN=2)=[CH:20][N:19]=[C:18]([NH:27][CH2:28][CH2:29][NH:30][C:31]2[CH:36]=[CH:35][C:34]([N+:37]([O-:39])=[O:38])=[CH:33][N:32]=2)[N:17]=1>>[Cl:8][C:9]1[CH:14]=[C:13]([Cl:15])[CH:12]=[CH:11][C:10]=1[C:16]1[C:7]([C:3]2[N:2]([CH3:1])[CH:6]=[CH:5][N:4]=2)=[CH:20][N:19]=[C:18]([NH:27][CH2:28][CH2:29][NH:30][C:31]2[CH:36]=[CH:35][C:34]([N+:37]([O-:39])=[O:38])=[CH:33][N:32]=2)[N:17]=1. Procedure details: [4-(2,4-dichlorophenyl)-5-(1-methylimidazol-2-yl)pyrimidin-2-yl]{2-[(5-nitro(2-pyridyl))amino]ethyl}amine was prepared from 1,2-dimethylimidazole using the general method for [4-(2,4-dichlorophenyl)-5-imidazol-2-ylpyrimidin-2-yl]{2-[(5-nitro(2-pyridyl))amino]ethyl}amine. Reactants: [OH-].[Na+] (NaOH), COC=1C=C(C=CC1[N+](=O)[O-])C(=CC#N)C1=CC(=C(C(=C1)OC)OC)OC (3-(3-methoxy-4-nitro-phenyl)-3-(3,4,5-trimethoxy-phenyl)-acrylonitrile), O.O.[Sn](Cl)(Cl)(Cl)Cl (tin chloride dihydrate), ice. The solvent is C(C)O (ethanol). Run at temperature 70 celsius. Yields the product NC1=C(C=C(C=C1)C(=CC#N)C1=CC(=C(C(=C1)OC)OC)OC)OC (3-(4-amino-3-methoxy-phenyl)-3-(3,4,5-trimethoxy-phenyl)-acrylonitrile). Yield: 49.0%. As a reaction SMILES: [CH3:1][O:2][C:3]1[CH:4]=[C:5]([C:12]([C:16]2[CH:21]=[C:20]([O:22][CH3:23])[C:19]([O:24][CH3:25])=[C:18]([O:26][CH3:27])[CH:17]=2)=[CH:13][C:14]#[N:15])[CH:6]=[CH:7][C:8]=1[N+:9]([O-])=O.O.O.[Sn](Cl)(Cl)(Cl)Cl.[OH-].[Na+]>C(O)C>[NH2:9][C:8]1[CH:7]=[CH:6][C:5]([C:12]([C:16]2[CH:21]=[C:20]([O:22][CH3:23])[C:19]([O:24][CH3:25])=[C:18]([O:26][CH3:27])[CH:17]=2)=[CH:13][C:14]#[N:15])=[CH:4][C:3]=1[O:2][CH3:1] |f:1.2.3,4.5|. Procedure details: A suspension of 3-(3-methoxy-4-nitro-phenyl)-3-(3,4,5-trimethoxy-phenyl)-acrylonitrile (0.9 g, 2.4 mmol) and tin chloride dihydrate (4.0 g, 17.7 mmol) in ethanol (25 mL) was heated at 70° C. for 1 h. The mixture was cooled and poured into ice (200 mL). The pH was made strongly alkaline by the addition of ION NaOH. The mixture was extracted with EtOAc (5×50 mL) and the combined organic extracts were washed with water (40 mL), brine (40 mL), and dried (MgSO4). Solvent was removed and the residue w... The reactants are [Cl-].[Al+3].[Cl-].[Cl-] (aluminum chloride), ferric chloride, C1=CC(=CC=C1Cl)Cl (dichlorobenzene), BrC1=C(C(=C(C=C1)Cl)Cl)Br (dibromodichlorobenzene), aluminum halide, p-dichlorobenzenes, BrC1=CC=CC=C1 (bromobenzene). The reagents and catalysts are [Fe] (iron). The product is BrC1=C(C=C(C=C1)Cl)Cl (1-bromo-2,4-dichlorobenzene), BrC1=C(C=CC(=C1)Cl)Cl (1-bromo-2,5-dichlorobenzene), BrC1=CC(=C(C=C1)Cl)Cl (1-bromo-3,4-dichlorobenzene). RXN SMILES: [Cl-].[Al+3].[Cl-].[Cl-].[Br:5]C1C=CC=CC=1.[CH:12]1[C:17]([Cl:18])=[CH:16][CH:15]=[C:14]([Cl:19])[CH:13]=1.[Br:20][C:21]1[CH:26]=[CH:25][C:24]([Cl:27])=[C:23]([Cl:28])[C:22]=1[Br:29]>[Fe]>[Br:29][C:22]1[CH:21]=[CH:26][C:25]([Cl:18])=[CH:24][C:23]=1[Cl:28].[Br:5][C:15]1[CH:16]=[C:17]([Cl:18])[CH:12]=[CH:13][C:14]=1[Cl:19].[Br:20][C:21]1[CH:26]=[CH:25][C:24]([Cl:27])=[C:23]([Cl:28])[CH:22]=1 |f:0.1.2.3|. Procedure: The o-, m- or p-dichlorobenzenes or mixture thereof which is used as intermediates for syntheses of various organic compounds is brominated at 0° to 100° C. in the presence of aluminum chloride, ferric chloride or iron powder. The bromobenzene is chlorinated in the same condition. The dichlorobenzene is reacted with the dibromodichlorobenzene in the presence of an aluminum halide for 1 to 5 hours. In these methods, 1-bromo-2,4-dichlorobenzene, 1-bromo-2,5-dichlorobenzene, and 1-bromo-3,4-dichlor...